Dataset: the Open Reaction Database (ORD), a public repository of structured organic reaction records. Task: describe an organic reaction: reactants, conditions, products, and yield The reactants are COc1ccc2ccc(OS(=O)(=O)C(F)(F)F)c(-c3nnc(Cl)c4ccccc34)c2c1, CC(N)c1ccccc1. Product: COc1ccc2ccc(OS(=O)(=O)C(F)(F)F)c(-c3nnc(NC(C)c4ccccc4)c4ccccc34)c2c1. As a reaction SMILES: [Cl:1][c:2]1[n:3][n:4][c:5](-[c:12]2[c:13]([O:24][S:25](=[O:26])(=[O:27])[C:28]([F:29])([F:30])[F:31])[cH:14][cH:15][c:16]3[cH:17][cH:18][c:19]([O:22][CH3:23])[cH:20][c:21]23)[c:6]2[cH:7][cH:8][cH:9][cH:10][c:11]12.[c:32]1([CH:38]([CH3:39])[NH2:40])[cH:33][cH:34][cH:35][cH:36][cH:37]1>>[c:2]1([NH:40][CH:38]([c:32]2[cH:33][cH:34][cH:35][cH:36][cH:37]2)[CH3:39])[n:3][n:4][c:5](-[c:12]2[c:13]([O:24][S:25](=[O:26])(=[O:27])[C:28]([F:29])([F:30])[F:31])[cH:14][cH:15][c:16]3[cH:17][cH:18][c:19]([O:22][CH3:23])[cH:20][c:21]23)[c:6]2[cH:7][cH:8][cH:9][cH:10][c:11]12.